describe an organic reaction: reactants, conditions, products, and yield From a dataset of the Open Reaction Database (ORD), a public repository of structured organic reaction records. Reactants: CCCC(=O)Nc1ccccc1, Ic1ccccc1. Yields the product CCCC(=O)N(c1ccccc1)c1ccccc1. Reaction SMILES: [CH2:1]([CH3:2])[CH2:3][C:4](=[O:5])[NH:6][c:7]1[cH:8][cH:9][cH:10][cH:11][cH:12]1.[I:13][c:14]1[cH:15][cH:16][cH:17][cH:18][cH:19]1>>[CH2:1]([CH3:2])[CH2:3][C:4](=[O:5])[N:6]([c:7]1[cH:8][cH:9][cH:10][cH:11][cH:12]1)[c:14]1[cH:15][cH:16][cH:17][cH:18][cH:19]1. Procedure details: [5-(3-Methanesulfonyl-phenyl)-[1,2,4]triazolo[1,5-a]pyridin-2-yl]-[4-(4-methyl-piperazin-1-yl)-phenyl]-amine was prepared from 5-(3-methanesulfonyl-phenyl)-[1,2,4]triazolo[1,5-a]pyridin-2-ylamine (75 mg, 0.26 mmol) and 1-(4-bromo-phenyl)-4-methyl-piperazine (73 mg, 0.28 mmol) in a manner analogous to Example 77 to yield [5-(3-methanesulfonyl-phenyl)-[1,2,4]triazolo[1,5-a]pyridin-2-yl]-[4-(4-methyl-piperazin-1-yl)-phenyl]-amine Starting materials: CS(=O)(=O)C=1C=C(C=CC1)C1=CC=CC=2N1N=C(N2)N (5-(3-methanesulfonyl-phenyl)-[1,2,4]triazolo[1,5-a]pyridin-2-ylamine), BrC1=CC=C(C=C1)N1CCN(CC1)C (1-(4-bromo-phenyl)-4-methyl-piperazine). As a reaction SMILES: [CH3:1][S:2]([C:5]1[CH:6]=[C:7]([C:11]2[N:16]3[N:17]=[C:18]([NH2:20])[N:19]=[C:15]3[CH:14]=[CH:13][CH:12]=2)[CH:8]=[CH:9][CH:10]=1)(=[O:4])=[O:3].Br[C:22]1[CH:27]=[CH:26][C:25]([N:28]2[CH2:33][CH2:32][N:31]([CH3:34])[CH2:30][CH2:29]2)=[CH:24][CH:23]=1>>[CH3:1][S:2]([C:5]1[CH:6]=[C:7]([C:11]2[N:16]3[N:17]=[C:18]([NH:20][C:22]4[CH:23]=[CH:24][C:25]([N:28]5[CH2:33][CH2:32][N:31]([CH3:34])[CH2:30][CH2:29]5)=[CH:26][CH:27]=4)[N:19]=[C:15]3[CH:14]=[CH:13][CH:12]=2)[CH:8]=[CH:9][CH:10]=1)(=[O:3])=[O:4]. Yields the product CS(=O)(=O)C=1C=C(C=CC1)C1=CC=CC=2N1N=C(N2)NC2=CC=C(C=C2)N2CCN(CC2)C ([5-(3-methanesulfonyl-phenyl)-[1,2,4]triazolo[1,5-a]pyridin-2-yl]-[4-(4-methyl-piperazin-1-yl)-phenyl]-amine). The reactants are CC(C)(C)OC(=O)N1CCN(C(=O)C(c2ccc(OCc3ccccc3)c(OC(F)(F)F)c2)C2(O)CCCCC2)CC1, CO, O=C[O-], [NH4+]. Yields the product CC(C)(C)OC(=O)N1CCN(C(=O)C(c2ccc(O)c(OC(F)(F)F)c2)C2(O)CCCCC2)CC1. Reaction SMILES: [CH2:1]([c:2]1[cH:3][cH:4][cH:5][cH:6][cH:7]1)[O:8][c:9]1[c:10]([O:38][C:39]([F:40])([F:41])[F:42])[cH:11][c:12]([CH:15]([C:16](=[O:17])[N:18]2[CH2:19][CH2:20][N:21]([C:24](=[O:25])[O:26][C:27]([CH3:28])([CH3:29])[CH3:30])[CH2:22][CH2:23]2)[C:31]2([OH:37])[CH2:32][CH2:33][CH2:34][CH2:35][CH2:36]2)[cH:13][cH:14]1.[CH3:47][OH:48].[CH:43]([O-:44])=[O:45].[NH4+:46]>>[OH:8][c:9]1[c:10]([O:38][C:39]([F:40])([F:41])[F:42])[cH:11][c:12]([CH:15]([C:16](=[O:17])[N:18]2[CH2:19][CH2:20][N:21]([C:24](=[O:25])[O:26][C:27]([CH3:28])([CH3:29])[CH3:30])[CH2:22][CH2:23]2)[C:31]2([OH:37])[CH2:32][CH2:33][CH2:34][CH2:35][CH2:36]2)[cH:13][cH:14]1. Reactants: BrC=1C=NC=C(C(=O)Cl)C1 (5-Bromo-nicotinoyl chloride), Fe(acac)3, C[Mg+].[Br-] (MeMgBr). The solvent is C1CCOC1 (THF). Conditions: temperature -78 celsius, time 10 minute. Product: BrC=1C=C(C=NC1)C(C)=O (1-(5-Bromo-pyridin-3-yl)-ethanone). RXN SMILES: [Br:1][C:2]1[CH:3]=[N:4][CH:5]=[C:6]([CH:10]=1)[C:7](Cl)=[O:8].[CH3:11][Mg+].[Br-]>C1COCC1>[Br:1][C:2]1[CH:10]=[C:6]([C:7](=[O:8])[CH3:11])[CH:5]=[N:4][CH:3]=1 |f:1.2|. Procedure details: 5-Bromo-nicotinoyl chloride (0.5 g, 2.268 mmol) is suspended in THF (24 ml) at room temperature under an atmosphere of Argon. Fe(acac)3 (0.04 g, 0.113 mmol) is added and the reaction mixture is stirred for 10 minutes until a solution forms. The reaction mixture is cooled to −78° C. and a solution of MeMgBr (3M in diethyl ether, 0.907 ml, 2.722 mmol) is added dropwise with stirring for 2 hours at −78° C. On warming to room temperature silica is added to the reaction mixture and the solvents are r... Reactants: BrC1=CC(=C2CC[C@H](C2=C1)NC(OC(C)(C)C)=O)F ((R)-tert-Butyl 6-bromo-4-fluoro-2,3-dihydro-1H-inden-1-ylcarbamate), C1(=CC=CC=C1)P(CCCP(C1=CC=CC=C1)C1=CC=CC=C1)C1=CC=CC=C1 (1,3-bis(diphenylphosphino)-propane), TEA. Reagents/catalysts: CC(=O)[O-].CC(=O)[O-].[Pd+2] (Pd(OAc)2). Solvent: CO (MeOH). Reaction conditions: time 16 hour. Yields the product C(C)(C)(C)OC(=O)N[C@@H]1CCC2=C(C=C(C=C12)C(=O)OC)F ((R)-Methyl 3-(tert-butoxycarbonylamino)-7-fluoro-2,3-dihydro-1H-indene-5-carboxylate). Yield: 83.0%. As a reaction SMILES: Br[C:2]1[CH:10]=[C:9]2[C:5]([CH2:6][CH2:7][C@H:8]2[NH:11][C:12](=[O:18])[O:13][C:14]([CH3:17])([CH3:16])[CH3:15])=[C:4]([F:19])[CH:3]=1.C1(P(C2C=CC=CC=2)CCCP(C2C=CC=CC=2)C2C=CC=CC=2)C=CC=CC=1>CO.CC([O-])=O.CC([O-])=O.[Pd+2]>[C:14]([O:13][C:12]([NH:11][C@H:8]1[C:9]2[C:5](=[C:4]([F:19])[CH:3]=[C:2]([C:12]([O:13][CH3:14])=[O:18])[CH:10]=2)[CH2:6][CH2:7]1)=[O:18])([CH3:17])([CH3:16])[CH3:15] |f:3.4.5|. Procedure details: (R)-tert-Butyl 6-bromo-4-fluoro-2,3-dihydro-1H-inden-1-ylcarbamate (1.1 g, 3.33 mol, 1.0 eq.) was dissolved in MeOH (35 ml) and DMSO (30 ml), and the mixture was degassed for 30 minutes with argon. Pd(OAc)2 (0.038 g, 0.166 mmol, 0.05 eq.), 1,3-bis(diphenylphosphino)-propane (0.068 g, 0.166 mmol, 0.05 eq.) and TEA (1.39 ml, 9.99 mmol, 3.0 eq.) were then added, and stirring was carried out for 16 hours in a pressure vessel at 75° C. under CO pressure (80 psi). The reaction mixture was concentrated... Reactants: BrC1=CC=C(C=C1)S(=O)(=O)NC1=C(C=CC(=C1)N1C[C@H](N[C@H](C1)C)C)OC (4-bromo-N-[5-(cis-3,5-dimethyl-1-piperazinyl)-2-(methyloxy)phenyl]benzenesulfonamide), COCC=1C=C(C=CC1)B(O)O ({3-[(methyloxy)methyl]phenyl}boronic acid), CC(C)([O-])C.[K+] (potassium tert-butoxide). Reagents/catalysts: C=1C=CC(=CC1)[P](C=2C=CC=CC2)(C=3C=CC=CC3)[Pd]([P](C=4C=CC=CC4)(C=5C=CC=CC5)C=6C=CC=CC6)([P](C=7C=CC=CC7)(C=8C=CC=CC8)C=9C=CC=CC9)[P](C=1C=CC=CC1)(C=1C=CC=CC1)C=1C=CC=CC1 (tetrakis(triphenylphosphine)palladium(0)). Solvent: COCCOC (DME), O (water). Conditions: temperature 100 celsius, time 30 minute. Yields the product C[C@@H]1CN(C[C@@H](N1)C)C=1C=CC(=C(C1)NS(=O)(=O)C1=CC=C(C=C1)C1=CC(=CC=C1)COC)OC (N-[5-(cis-3,5-Dimethyl-1-piperazinyl)-2-(methyloxy)phenyl]-3′-[(methyloxy)methyl]-4-biphenylsulfonamide). As a reaction SMILES: Br[C:2]1[CH:7]=[CH:6][C:5]([S:8]([NH:11][C:12]2[CH:17]=[C:16]([N:18]3[CH2:23][C@H:22]([CH3:24])[NH:21][C@H:20]([CH3:25])[CH2:19]3)[CH:15]=[CH:14][C:13]=2[O:26][CH3:27])(=[O:10])=[O:9])=[CH:4][CH:3]=1.[CH3:28][O:29][CH2:30][C:31]1[CH:32]=[C:33](B(O)O)[CH:34]=[CH:35][CH:36]=1.CC(C)([O-])C.[K+]>COCCOC.O.C1C=CC([P]([Pd]([P](C2C=CC=CC=2)(C2C=CC=CC=2)C2C=CC=CC=2)([P](C2C=CC=CC=2)(C2C=CC=CC=2)C2C=CC=CC=2)[P](C2C=CC=CC=2)(C2C=CC=CC=2)C2C=CC=CC=2)(C2C=CC=CC=2)C2C=CC=CC=2)=CC=1>[CH3:25][C@H:20]1[NH:21][C@@H:22]([CH3:24])[CH2:23][N:18]([C:16]2[CH:15]=[CH:14][C:13]([O:26][CH3:27])=[C:12]([NH:11][S:8]([C:5]3[CH:6]=[CH:7][C:2]([C:35]4[CH:34]=[CH:33][CH:32]=[C:31]([CH2:30][O:29][CH3:28])[CH:36]=4)=[CH:3][CH:4]=3)(=[O:10])=[O:9])[CH:17]=2)[CH2:19]1 |f:2.3,^1:56,58,77,96|. Reported procedure: To a mixture of 4-bromo-N-[5-(cis-3,5-dimethyl-1-piperazinyl)-2-(methyloxy)phenyl]benzenesulfonamide (E106) (100 mg, 0.22 mmol) and {3-[(methyloxy)methyl]phenyl}boronic acid (75 mg, 0.45 mmol) in DME (3 ml) was added potassium tert-butoxide (220 mg, 1.96 mmol) and tetrakis(triphenylphosphine)palladium(0) (15 mg, 0.01 mmol) in water (1 ml) and the resulting mixture stirred in a microwave (set at high absorbance) at 100° C. for 30 minutes. The resulting mixture was then evaporated and purified by ...